describe an organic reaction: reactants, conditions, products, and yield From a dataset of the Open Reaction Database (ORD), a public repository of structured organic reaction records. Starting materials: C(C1=CC=CC=C1)C1=C(C=CC=C1OCOC)OCOC (2-Benzyl-1,3-bis(methoxymethoxy)benzene), Cl (HCl), O (Water). Solvent: CO (MeOH). Yields the product C(C1=CC=CC=C1)C1=C(C=CC=C1O)O (2-Benzylbenzene-1,3-diol). Isolated yield 100.6%. As a reaction SMILES: [CH2:1]([C:8]1[C:13]([O:14]COC)=[CH:12][CH:11]=[CH:10][C:9]=1[O:18]COC)[C:2]1[CH:7]=[CH:6][CH:5]=[CH:4][CH:3]=1.Cl.O>CO>[CH2:1]([C:8]1[C:9]([OH:18])=[CH:10][CH:11]=[CH:12][C:13]=1[OH:14])[C:2]1[CH:3]=[CH:4][CH:5]=[CH:6][CH:7]=1. Procedure details: A solution of 13 (214 mg, 0.74 mmol) in MeOH (6.20 mL) was treated dropwise with 3 M HCl (0.22 mL, 5.92 mmol), then heated to reflux for 1 hour. Water (10 mL) was added and the solution was extracted with EtOAc (3×15 mL). Combined organic fractions were washed with saturated aqueous NaCl, dried (Na2SO4), and concentrated to afford 14 as a red amorphous solid (149 mg, 99%). 1H NMR (CDCl3, 400 MHz) 7.31 (d, J=6.6 Hz, 4H), 7.25-7.19 (m, 1H), 7.01 (t, J=8.1 Hz, 1H), 6.44 (d, J=8.1 Hz, 2H), 4.82 (s, ... Starting materials: [O-][Br+2]([O-])[O-], Br, Cc1ccc(-c2ccccc2C#N)cc1, Clc1ccccc1, CCC(C)(C#N)N=NC(C)(C#N)CC, [Na+]. The product is N#Cc1ccccc1-c1ccc(CBr)cc1. Reaction SMILES: [Br+2:16]([O-:17])([O-:18])[O-:19].[Br:35].[CH3:1][c:2]1[cH:3][cH:4][c:5](-[c:8]2[c:9]([C:14]#[N:15])[cH:10][cH:11][cH:12][cH:13]2)[cH:6][cH:7]1.[Cl:36][c:37]1[cH:38][cH:39][cH:40][cH:41][cH:42]1.[N:21]([C:22]([CH3:23])([CH2:24][CH3:25])[C:26]#[N:27])=[N:28][C:29]([CH3:30])([CH2:31][CH3:32])[C:33]#[N:34].[Na+:20]>>[CH2:1]([c:2]1[cH:3][cH:4][c:5](-[c:8]2[c:9]([C:14]#[N:15])[cH:10][cH:11][cH:12][cH:13]2)[cH:6][cH:7]1)[Br:16]. Starting materials: BrC=1SC=CN1 (2-bromothiazole), F[B-](F)(F)F.C[O+](C)C (trimethyloxonium tetrafluoroborate). The solvent is C(Cl)Cl (CH2Cl2). The product is F[B-](F)(F)F.BrC=1SC=C[N+]1C (2-bromo-3-methylthiazolium tetrafluoroborate). As a reaction SMILES: [Br:1][C:2]1[S:3][CH:4]=[CH:5][N:6]=1.[F:7][B-:8]([F:11])([F:10])[F:9].[CH3:12][O+](C)C>C(Cl)Cl>[F:7][B-:8]([F:11])([F:10])[F:9].[Br:1][C:2]1[S:3][CH:4]=[CH:5][N+:6]=1[CH3:12] |f:1.2,4.5|. Reported procedure: The starting material may be prepared by reaction of 2-bromothiazole and trimethyloxonium tetrafluoroborate in CH2Cl2 for 18 hours at ambient temperature to give 2-bromo-3-methylthiazolium tetrafluoroborate. Reactants: COC=1C=C(C=C(C1OC)[N+](=O)[O-])C(C)=O (3',4'-dimethoxy-5'-nitroacetophenone), Br (hydrobromic acid). Run in ice water. Conditions: time 2.5 hour. Product: OC=1C=C(C=C(C1O)[N+](=O)[O-])C(C)=O (3',4'-dihydroxy-5'-nitroacetophenone). As a reaction SMILES: C[O:2][C:3]1[CH:4]=[C:5]([C:14](=[O:16])[CH3:15])[CH:6]=[C:7]([N+:11]([O-:13])=[O:12])[C:8]=1[O:9]C.Br>>[OH:2][C:3]1[CH:4]=[C:5]([C:14](=[O:16])[CH3:15])[CH:6]=[C:7]([N+:11]([O-:13])=[O:12])[C:8]=1[OH:9]. Reported procedure: 2 g of 3',4'-dimethoxy-5'-nitroacetophenone are treated with 30 ml of constant-boiling hydrobromic acid and stirred at 140° for 2.5 hours. After cooling the mixture is poured into 200 ml of ice-water and extracted three times with 100 ml of ethyl acetate each time. The organic phase is washed twice with 25 ml of sodium chloride solution each time, dried over sodium sulfate and evaporated. The product obtained is filtered with ethyl acetate over a 20-fold amount of silica gel. By recrystallizatio... The product is C(CCC)N(CCCOC1=C(C=CC=C1)/C=C/C=1SC2=C(N1)C=CC=C2)CCCC ((E)-2-[2-(3-Dibutylaminopropoxyphenyl)ethenyl]benzothiazole). Starting materials: ClCCCOC1=C(C=CC=C1)/C=C/C=1SC2=C(N1)C=CC=C2 ((E)-2-[2-(3-chloropropoxyphenyl)ethenyl]benzothiazole), product, C(CCC)NCCCC (dibutylamine). Reported procedure: Reaction of this product (3.0 g, 9.1 mmol) with dibutylamine produced 1.5 g (34% yield) of the title compound as the HCl salt, mp 182°-184° C. IR(KBr): 3400, 1600 cm-1. MS: 422(M+). 1H NMR (CDCl3): δ 8.28-6.87 (m 10H), 4.19 (t, J=5.3 Hz, 2H), 3.74-2.93 (m, 6H), 2.51-0.82 (m, 16H). As a reaction SMILES: [CH2:1]([NH:5][CH2:6][CH2:7][CH2:8][CH3:9])[CH2:2][CH2:3][CH3:4].Cl[CH2:11][CH2:12][CH2:13][O:14][C:15]1[CH:20]=[CH:19][CH:18]=[CH:17][C:16]=1/[CH:21]=[CH:22]/[C:23]1[S:24][C:25]2[CH:31]=[CH:30][CH:29]=[CH:28][C:26]=2[N:27]=1>>[CH2:1]([N:5]([CH2:6][CH2:7][CH2:8][CH3:9])[CH2:11][CH2:12][CH2:13][O:14][C:15]1[CH:20]=[CH:19][CH:18]=[CH:17][C:16]=1/[CH:21]=[CH:22]/[C:23]1[S:24][C:25]2[CH:31]=[CH:30][CH:29]=[CH:28][C:26]=2[N:27]=1)[CH2:2][CH2:3][CH3:4]. Yield: 34.0%. Reactants: O (water), C(C)(=O)O[C@H]1CC([C@]([C@@H](C1)C)(O)C#C)(C)C ((1R,4S,5R)-4-ethynyl-4-hydroxy-3,3,5-trimethylcyclohexyl acetate), O (water). Reagents/catalysts: S(=O)(=O)([O-])[O-].[Cu+2] (copper(II)sulphate). The solvent is CC=1C=CC=CC1C (o-xylene). Conditions: time 2 hour. The product is C(C)(=O)O[C@@H]1CC(=C(C(C1)(C)C)C#C)C ((R)-4-ethynyl-3,5,5-trimethyl-3-cyclohexen-1-yl acetate). Isolated yield 86.3%. Reaction SMILES: [C:1]([O:4][C@@H:5]1[CH2:10][C@@H:9]([CH3:11])[C@:8]([C:13]#[CH:14])(O)[C:7]([CH3:16])([CH3:15])[CH2:6]1)(=[O:3])[CH3:2].O>CC1C=CC=CC=1C.S([O-])([O-])(=O)=O.[Cu+2]>[C:1]([O:4][C@H:5]1[CH2:6][C:7]([CH3:15])([CH3:16])[C:8]([C:13]#[CH:14])=[C:9]([CH3:11])[CH2:10]1)(=[O:3])[CH3:2] |f:3.4|. Procedure details: 121.6 g of crude (1R,4S,5R)-4-ethynyl-4-hydroxy-3,3,5-trimethylcyclohexyl acetate (prepared according to Example 9) were dissolved in 1 l of o-xylene under argon in a sulphonation flask having a water separator. The mixture was treated with 7.9 g of copper(II)sulphate and boiled and stirred intensively for 2 hours under reflux and with the separation of water. The reaction mixture was subsequently cooled to room temperature and the insoluble copper sulphate was filtered off (rinsing with 400 ml ... Reactants: CNC=1C=C(C=CC1)B(O)O (N-methyl-3-aminophenylboronic acid), BrC1=NC=C(C=C1)Br (2,5-dibromopyridine), CN(C=O)C (dimethylformamide), O (water). Reagents/catalysts: C=1C=CC(=CC1)[P](C=2C=CC=CC2)(C=3C=CC=CC3)[Pd]([P](C=4C=CC=CC4)(C=5C=CC=CC5)C=6C=CC=CC6)([P](C=7C=CC=CC7)(C=8C=CC=CC8)C=9C=CC=CC9)[P](C=1C=CC=CC1)(C=1C=CC=CC1)C=1C=CC=CC1 (tetrakis(triphenylphosphine)palladium). The solvent is 8/2. Run at temperature 90 celsius, time 3 hour. Product: BrC=1C=CC(=NC1)C=1C=C(C=CC1)CN ([3-(5-bromopyrid-2-yl)phenyl]methylamine). Yield: 52.0%. As a reaction SMILES: Br[C:2]1[CH:7]=[CH:6][C:5]([Br:8])=[CH:4][N:3]=1.CN[C:11]1[CH:12]=[C:13](B(O)O)[CH:14]=[CH:15][CH:16]=1.O.[CH3:21][N:22](C)C=O>C1C=CC([P]([Pd]([P](C2C=CC=CC=2)(C2C=CC=CC=2)C2C=CC=CC=2)([P](C2C=CC=CC=2)(C2C=CC=CC=2)C2C=CC=CC=2)[P](C2C=CC=CC=2)(C2C=CC=CC=2)C2C=CC=CC=2)(C2C=CC=CC=2)C2C=CC=CC=2)=CC=1>[Br:8][C:5]1[CH:6]=[CH:7][C:2]([C:15]2[CH:14]=[C:13]([CH2:21][NH2:22])[CH:12]=[CH:11][CH:16]=2)=[N:3][CH:4]=1 |^1:29,31,50,69|. Procedure details: 2.2 g (9.5 mmol, 1.2 eq) of 2,5-dibromopyridine are dissolved in 3 mL of an 8/2 mixture of dimethylformamide/2M potassium phosphate. 1.2 g (7.9 mmol, 1 eq) of N-methyl-3-aminophenylboronic acid are added along with 456 mg (0.39 mmol, 5 mol %) of tetrakis(triphenylphosphine)palladium. The mixture is stirred for 3 hours at 90° C. The reaction is stopped by adding 30 mL of water and is then extracted with ethyl acetate. The organic phases are combined and dried over sodium sulfate. The solvents are... Starting materials: C(=O)C=1C=C2C(=C(C=NC2=CC1)C#N)CCC (6-formyl-4-propyl-quinoline-3-carbonitrile), COC=1C=CC(=CC1OC2CCCC2)/C=C\3/C(=O)NC(=N)S3 (pseudothiohydantoin), C(C)(=O)[O-].[Na+] (sodium acetate). Solvent: C(C)(=O)O (acetic acid). Product: NC=1S\C(\C(N1)=O)=C/C=1C=C2C(=C(C=NC2=CC1)C#N)CCCCC (6-[2-amino-4-oxo-4H-thiazol-(5Z)-ylidenemethyl]-4-pentyl-quinoline-3-carbonitrile). RXN SMILES: C([C:3]1[CH:4]=[C:5]2C(=[CH:11][CH:12]=1)[N:9]=[CH:8][C:7]([C:13]#[N:14])=[C:6]2CCC)=O.CO[C:20]1[CH:21]=[CH:22][C:23](/[CH:32]=[C:33]2/[C:34]([NH:36][C:37]([S:39]/2)=[NH:38])=[O:35])=[CH:24][C:25]=1OC1CCCC1.C([O-])(=O)C.[Na+]>C(O)(=O)C>[NH2:38][C:37]1[S:39]/[C:33](=[CH:32]\[C:23]2[CH:24]=[C:25]3[C:20](=[CH:21][CH:22]=2)[N:9]=[CH:8][C:7]([C:13]#[N:14])=[C:6]3[CH2:5][CH2:4][CH2:3][CH2:12][CH3:11])/[C:34](=[O:35])[N:36]=1 |f:2.3|. Procedure details: Similar procedure as described in example 28c was used, starting from 6-formyl-4-propyl-quinoline-3-carbonitrile (example 72c), pseudothiohydantoin, sodium acetate and acetic acid to give 6-[2-amino-4-oxo-4H-thiazol-(5Z)-ylidenemethyl]-4-pentyl-quinoline-3-carbonitrile. LC-MS m/e 351 (MH+). Reactants: ClC1=CC=C(CNC(N(CC2=C(C=CC(=C2)C(F)(F)F)B2OC(C(O2)(C)C)(C)C)CC)=O)C=C1 (3-(4-chloro-benzyl)-1-ethyl-1-[2-(4,4,5,5-tetramethyl-[1,3,2]dioxaborolan-2-yl)-5-trifluoromethyl-benzyl]-urea), COC(CC1=CC(=CC(=C1)C(F)(F)F)OS(=O)(=O)C(F)(F)F)=O ((3-trifluoromethanesulfonyloxy-5-trifluoromethyl-phenyl)-acetic acid methyl ester). Product: COC(CC=1C=C(C=C(C1)C(F)(F)F)C1=C(C=C(C=C1)C(F)(F)F)CN(C(=O)NCC1=CC=C(C=C1)Cl)CC)=O ({2′-[3-(4-Chloro-benzyl)-1-ethyl-ureidomethyl]-5,4′-bis-trifluoromethyl-biphenyl-3-yl}-acetic acid methyl ester). As a reaction SMILES: [Cl:1][C:2]1[CH:34]=[CH:33][C:5]([CH2:6][NH:7][C:8](=[O:32])[N:9]([CH2:30][CH3:31])[CH2:10][C:11]2[CH:16]=[C:15]([C:17]([F:20])([F:19])[F:18])[CH:14]=[CH:13][C:12]=2B2OC(C)(C)C(C)(C)O2)=[CH:4][CH:3]=1.[CH3:35][O:36][C:37](=[O:57])[CH2:38][C:39]1[CH:44]=[C:43]([C:45]([F:48])([F:47])[F:46])[CH:42]=[C:41](OS(C(F)(F)F)(=O)=O)[CH:40]=1>>[CH3:35][O:36][C:37](=[O:57])[CH2:38][C:39]1[CH:40]=[C:41]([C:12]2[CH:13]=[CH:14][C:15]([C:17]([F:19])([F:18])[F:20])=[CH:16][C:11]=2[CH2:10][N:9]([CH2:30][CH3:31])[C:8]([NH:7][CH2:6][C:5]2[CH:4]=[CH:3][C:2]([Cl:1])=[CH:34][CH:33]=2)=[O:32])[CH:42]=[C:43]([C:45]([F:47])([F:46])[F:48])[CH:44]=1. Procedure: Prepared according to the procedure described in Example 1, Step 4, using the following starting materials: 3-(4-chloro-benzyl)-1-ethyl-1-[2-(4,4,5,5-tetramethyl-[1,3,2]dioxaborolan-2-yl)-5-trifluoromethyl-benzyl]-urea and (3-trifluoromethanesulfonyloxy-5-trifluoromethyl-phenyl)-acetic acid methyl ester. Starting materials: C1(=CC=CC=C1)[C@H](C)NC1=NC=CC(=N1)N1C=NC2=C1C=CC=C2 (2-[(S)-1-Phenylethylamino]-4-[benzimidazol-1-yl]pyrimidine), [B-](F)(F)(F)F.[B-](F)(F)(F)F.C1C[N+]2(CC[N+]1(CC2)CCl)F (Selectfluor). The product is C1(=CC=CC=C1)[C@H](C)NC1=NC=C(C(=N1)N1C=NC2=C1C=CC=C2)F (2-[(S)-1-Phenylethylamino]-4-[benzimidazol-1-yl]-5-fluoropyrimidine). As a reaction SMILES: [C:1]1([C@@H:7]([NH:9][C:10]2[N:15]=[C:14]([N:16]3[C:20]4[CH:21]=[CH:22][CH:23]=[CH:24][C:19]=4[N:18]=[CH:17]3)[CH:13]=[CH:12][N:11]=2)[CH3:8])[CH:6]=[CH:5][CH:4]=[CH:3][CH:2]=1.[B-](F)(F)(F)[F:26].[B-](F)(F)(F)F.C1[N+]2(CCl)CC[N+](F)(CC2)C1>C(#N)C>[C:1]1([C@@H:7]([NH:9][C:10]2[N:15]=[C:14]([N:16]3[C:20]4[CH:21]=[CH:22][CH:23]=[CH:24][C:19]=4[N:18]=[CH:17]3)[C:13]([F:26])=[CH:12][N:11]=2)[CH3:8])[CH:2]=[CH:3][CH:4]=[CH:5][CH:6]=1 |f:1.2.3|. The solvent is C(C)#N (acetonitrile). Conditions: time 2 hour. Procedure details: To a suspension of 2-[(S)-1-phenylethylamino]-4-[benzimidazol-1-yl]pyrimidine (EXAMPLE 1) (10 mg, 0.0317 mmol) in acetonitrile was added Selectfluor™ (17 mg, 0.048 mmol). The reaction mixture was stirred at room temperature for 6 h (it became homogeneous after 2 h), then the solvent was removed in vacuo. The crude material was purified by preparative thin layer chromatography eluting with 1:2 acetone:hexane system to obtain 2.5 mg of the title compound as the only product along with recovered st...